From a dataset of the Open Reaction Database (ORD), a public repository of structured organic reaction records. describe an organic reaction: reactants, conditions, products, and yield The reactants are Cl/C(/C(=O)O)=C(/C(=O)O)\Cl (2,3-dichloromaleic acid), anhydride, ester, FC1=CC=C(N)C=C1 (4-fluoroaniline). Product: FC1=CC=C(N)C=C1 (p-fluoroaniline), FC1=CC=C(C=C1)N1C(C(=C(C1=O)Cl)Cl)=O (N-(4-fluorophenyl)-2,3-dichloromaleimide). As a reaction SMILES: [Cl:1]/[C:2](=[C:6](\[Cl:10])/[C:7](O)=[O:8])/[C:3](O)=[O:4].[F:11][C:12]1[CH:18]=[CH:17][C:15]([NH2:16])=[CH:14][CH:13]=1>>[F:11][C:12]1[CH:18]=[CH:17][C:15]([NH2:16])=[CH:14][CH:13]=1.[F:11][C:12]1[CH:18]=[CH:17][C:15]([N:16]2[C:3](=[O:4])[C:2]([Cl:1])=[C:6]([Cl:10])[C:7]2=[O:8])=[CH:14][CH:13]=1. Reported procedure: To react 2,3-dichloromaleic acid, an anhydride or an ester thereof with 4-fluoroaniline, the latter may be added to the former dropwise with mixing. In this case, however, if the reaction is carried out at higher temperature, for example at reflux temperatures, then byproducts tend to be formed through the reaction of p-fluoroaniline with N-(4-fluorophenyl)-2,3-dichloromaleimide, thereby reducing the purity of the product. This danger may be eliminated by employment of a two-stage reaction metho...